This data is from the Open Reaction Database (ORD), a public repository of structured organic reaction records. The task is: describe an organic reaction: reactants, conditions, products, and yield The reactants are O[C@@H]1CC[C@H](CC1)C(=O)OC (methyl trans-4-hydroxycyclohexanecarboxylate), N(=NC(=O)OC(C)C)C(=O)OC(C)C (diisopropyl azodicarboxylate), OC1=CC=C(C(=O)OC(C)(C)C)C=C1 (tert-butyl 4-hydroxybenzoate), C1(=CC=CC=C1)P(C1=CC=CC=C1)C1=CC=CC=C1 (triphenylphosphine). The solvent is O1CCCC1 (tetrahydrofuran). Conditions: time 18 hour. Product: COC(=O)[C@H]1CC[C@H](CC1)OC1=CC=C(C(=O)OC(C)(C)C)C=C1 (tert-butyl cis-4-(4-methoxycarbonylcyclohexyloxy)-benzoate). The yield is 71.4%. As a reaction SMILES: [OH:1][C@H:2]1[CH2:7][CH2:6][C@H:5]([C:8]([O:10][CH3:11])=[O:9])[CH2:4][CH2:3]1.O[C:13]1[CH:25]=[CH:24][C:16]([C:17]([O:19][C:20]([CH3:23])([CH3:22])[CH3:21])=[O:18])=[CH:15][CH:14]=1.C1(P(C2C=CC=CC=2)C2C=CC=CC=2)C=CC=CC=1.N(C(OC(C)C)=O)=NC(OC(C)C)=O>O1CCCC1>[CH3:11][O:10][C:8]([C@@H:5]1[CH2:4][CH2:3][C@H:2]([O:1][C:13]2[CH:25]=[CH:24][C:16]([C:17]([O:19][C:20]([CH3:21])([CH3:22])[CH3:23])=[O:18])=[CH:15][CH:14]=2)[CH2:7][CH2:6]1)=[O:9]. Procedure details: 1.1 g of methyl trans-4-hydroxycyclohexanecarboxylate (6.95 mmol, 1.35 eq.), 1 g of tert-butyl 4-hydroxybenzoate (5.15 mmol, 1 eq.) and 2.03 g of triphenylphosphine (7.72 mmol, 1.5 eq.) are placed in 10 mL of tetrahydrofuran at room temperature. 1.5 mL of diisopropyl azodicarboxylate (7.72 mmol, 1.5 eq.) are added dropwise to the reaction medium with stirring. After 18 hours at room temperature, the medium is concentrated to dryness and taken up in diethyl ether. The triphenylphosphine oxide is ... Reactants: CC(Oc1ccc(C(F)(F)F)cc1B(O)O)C(=O)O, CN(C)S(=O)(=O)c1ccc(Br)cc1. Product: CC(Oc1ccc(C(F)(F)F)cc1-c1ccc(S(=O)(=O)N(C)C)cc1)C(=O)O. As a reaction SMILES: [B:1]([OH:2])([OH:3])[c:4]1[c:5]([O:6][CH:7]([C:8](=[O:9])[OH:10])[CH3:11])[cH:12][cH:13][c:14]([C:16]([F:17])([F:18])[F:19])[cH:15]1.[Br:20][c:21]1[cH:22][cH:23][c:24]([S:27](=[O:28])(=[O:29])[N:30]([CH3:31])[CH3:32])[cH:25][cH:26]1>>[c:4]1(-[c:21]2[cH:22][cH:23][c:24]([S:27](=[O:28])(=[O:29])[N:30]([CH3:31])[CH3:32])[cH:25][cH:26]2)[c:5]([O:6][CH:7]([C:8](=[O:9])[OH:10])[CH3:11])[cH:12][cH:13][c:14]([C:16]([F:17])([F:18])[F:19])[cH:15]1. Starting materials: C1CCOC1, CCN(C(C)C)C(C)C, Nc1cccc(N)c1C(=O)NC(Cc1ccccc1)C(=O)O. Product: Nc1cccc2c1C(=O)NC(Cc1ccccc1)C(=O)N2. RXN SMILES: [CH2:32]1[O:33][CH2:34][CH2:35][CH2:36]1.[CH:23]([N:24]([CH:25]([CH3:26])[CH3:27])[CH2:28][CH3:29])([CH3:30])[CH3:31].[NH2:1][c:2]1[c:3]([C:4](=[O:5])[NH:6][CH:7]([C:8](=[O:9])[OH:10])[CH2:11][c:12]2[cH:13][cH:14][cH:15][cH:16][cH:17]2)[c:18]([NH2:22])[cH:19][cH:20][cH:21]1>>[NH2:1][c:2]1[c:3]2[c:18]([cH:19][cH:20][cH:21]1)[NH:22][C:8](=[O:9])[CH:7]([CH2:11][c:12]1[cH:13][cH:14][cH:15][cH:16][cH:17]1)[NH:6][C:4]2=[O:5]. Starting materials: [N-]=C=O (Isocyanate), [Cl-].C(#N)C=C1CC[NH2+]CC1 (4-(cyanomethylidene)piperidinium chloride), CC(C)C1=CC(=C(C(=C1)C(C)C)C2=C(C=CC=C2)P(C3CCCCC3)C4CCCCC4)C(C)C (X-Phos), BrC1=CC(=C(C=C1)OC)OC (4-bromo-1,2-dimethoxybenzene), C(=O)([O-])[O-].[Cs+].[Cs+] (Cs2CO3). The reagents and catalysts are C=1C=CC(=CC1)/C=C/C(=O)/C=C/C2=CC=CC=C2.C=1C=CC(=CC1)/C=C/C(=O)/C=C/C2=CC=CC=C2.C=1C=CC(=CC1)/C=C/C(=O)/C=C/C2=CC=CC=C2.[Pd].[Pd] (Pd2(dba)3). Run in CC(C)(C)O (t-BuOH). Reaction conditions: temperature 90 celsius, time 4 hour. The product is COC=1C=C(C=CC1OC)N1CCC(CC1)=CC#N ([1-(3,4-Dimethoxyphenyl)piperidin-4-ylidene]acetonitrile). RXN SMILES: [Cl-].[C:2]([CH:4]=[C:5]1[CH2:10][CH2:9][NH2+:8][CH2:7][CH2:6]1)#[N:3].CC(C1C=C(C(C)C)C(C2C=CC=CC=2P(C2CCCCC2)C2CCCCC2)=C(C(C)C)C=1)C.Br[C:46]1[CH:51]=[CH:50][C:49]([O:52][CH3:53])=[C:48]([O:54][CH3:55])[CH:47]=1.C([O-])([O-])=O.[Cs+].[Cs+].[N-]=C=O>CC(O)(C)C.C1C=CC(/C=C/C(/C=C/C2C=CC=CC=2)=O)=CC=1.C1C=CC(/C=C/C(/C=C/C2C=CC=CC=2)=O)=CC=1.C1C=CC(/C=C/C(/C=C/C2C=CC=CC=2)=O)=CC=1.[Pd].[Pd]>[CH3:53][O:52][C:49]1[CH:50]=[C:51]([N:8]2[CH2:9][CH2:10][C:5](=[CH:4][C:2]#[N:3])[CH2:6][CH2:7]2)[CH:46]=[CH:47][C:48]=1[O:54][CH3:55] |f:0.1,4.5.6,9.10.11.12.13|. Reported procedure: In a sealed tube, 4-(cyanomethylidene)piperidinium chloride (16 mg, 0.10 mmol), Pd2(dba)3 (14 mg, 0.015 mmol), X-Phos (20 mg, 0.020 mmol), 4-bromo-1,2-dimethoxybenzene (33 mg, 0.15 mmol), and Cs2CO3 (98 mg, 0.30 mmol) were suspended in t-BuOH (0.5 mL). The reaction mixture was purged with argon for 5 minutes, the reaction flask was capped, and heated to 90° C. for 12 hours. The reaction was then cooled to ambient temperature and diluted with DMF:MeCN (1.0 mL, 50:50). To this mixture, Silica Supp... Reactants: CSC1=NC(=CC(=N1)N)C1=CC(=CC=C1)C(F)(F)F (2-methylsulfanyl-6-(3-trifluoromethyl-phenyl)-pyrimidin-4-ylamine), C1CC(=O)N(C1=O)I (NIS). Yields the product IC=1C(=NC(=NC1C1=CC(=CC=C1)C(F)(F)F)SC)N (5-Iodo-2-methylsulfanyl-6-(3-trifluoromethyl-phenyl)-pyrimidin-4-ylamine). RXN SMILES: [CH3:1][S:2][C:3]1[N:8]=[C:7]([NH2:9])[CH:6]=[C:5]([C:10]2[CH:15]=[CH:14][CH:13]=[C:12]([C:16]([F:19])([F:18])[F:17])[CH:11]=2)[N:4]=1.C1C(=O)N([I:27])C(=O)C1>>[I:27][C:6]1[C:7]([NH2:9])=[N:8][C:3]([S:2][CH3:1])=[N:4][C:5]=1[C:10]1[CH:15]=[CH:14][CH:13]=[C:12]([C:16]([F:19])([F:17])[F:18])[CH:11]=1. Procedure details: The title compound is synthesized according to general procedure GP2 starting from 2.0 g (7.0 mmol) 2-methylsulfanyl-6-(3-trifluoromethyl-phenyl)-pyrimidin-4-ylamine and 1.6 g (7.0 mmol) NIS. Yield after precipitation: 1.9 g (66%). Starting materials: NC1=C(C=NN1C(CCCC1=CC=CC=C1)C(C)O)C(=O)N (5-amino-1-[1-(1-hydroxy-ethyl)-4-phenyl-butyl]-1H-pyrazole-4-carboxamide), COC=1C=C(C=CC1)CC(=O)Cl (3-methoxyphenylacetyl chloride). The product is OC(C)C(CCCC1=CC=CC=C1)N1N=CC2=C1N=C(NC2=O)CC2=CC(=CC=C2)OC (1-[1-(1-hydroxy-ethyl)-4-phenyl-butyl]-6-(3-methoxy-benzyl)-1,5-dihydro-pyrazolo-[3,4-d]pyrimidin-4-one). Reaction SMILES: [NH2:1][C:2]1[N:6]([CH:7]([CH:17]([OH:19])[CH3:18])[CH2:8][CH2:9][CH2:10][C:11]2[CH:16]=[CH:15][CH:14]=[CH:13][CH:12]=2)[N:5]=[CH:4][C:3]=1[C:20]([NH2:22])=[O:21].[CH3:23][O:24][C:25]1[CH:26]=[C:27]([CH2:31][C:32](Cl)=O)[CH:28]=[CH:29][CH:30]=1>>[OH:19][CH:17]([CH:7]([N:6]1[C:2]2[N:1]=[C:32]([CH2:31][C:27]3[CH:28]=[CH:29][CH:30]=[C:25]([O:24][CH3:23])[CH:26]=3)[NH:22][C:20](=[O:21])[C:3]=2[CH:4]=[N:5]1)[CH2:8][CH2:9][CH2:10][C:11]1[CH:12]=[CH:13][CH:14]=[CH:15][CH:16]=1)[CH3:18]. Procedure details: Starting from 400 mg (1.32 mmol) of 5-amino-1-[1-(1-hydroxy-ethyl)-4-phenyl-butyl]-1H-pyrazole-4-carboxamide and 610 mg (3.81 mmol) of 3-methoxyphenylacetyl chloride, the title compounds are prepared analogously to the protocol of Example 13. This gives 160 mg (28%) of the diastereomer which elutes more rapidly, M.p.: 92° C., and 145 mg (25%) of the diastereomer which elutes more slowly, M.p.: 54° C. Starting materials: ClC1=CC=C(C=C1)C1=CC=2N=CN(C(C2S1)=O)C1=CC(=C(C=C1)O)OC (6-(4-chlorophenyl)-3-(4-hydroxy-3-methoxyphenyl)thieno[3,2-d]pyrimidin-4(3H)-one), resultant mixture, ClCC1CN(CCC1)C (3-(chloromethyl)-1-methylpiperidine), C(=O)([O-])[O-].[Cs+].[Cs+] (Cs2CO3). Run in ClCCl (dichlormethane). Product: ClC1=CC=C(C=C1)C1=CC=2N=CN(C(C2S1)=O)C1=CC(=C(C=C1)OCC1CN(CCC1)C)OC (6-(4-chlorophenyl)-3-{3-methoxy-4-[(1-methyl-3-piperidinyl)methoxy]phenyl}thieno[3,2-d]pyrimidin-4(3H)-one). Reaction SMILES: [Cl:1][C:2]1[CH:7]=[CH:6][C:5]([C:8]2[S:16][C:15]3[C:14](=[O:17])[N:13]([C:18]4[CH:23]=[CH:22][C:21]([OH:24])=[C:20]([O:25][CH3:26])[CH:19]=4)[CH:12]=[N:11][C:10]=3[CH:9]=2)=[CH:4][CH:3]=1.Cl[CH2:28][CH:29]1[CH2:34][CH2:33][CH2:32][N:31]([CH3:35])[CH2:30]1.C([O-])([O-])=O.[Cs+].[Cs+]>ClCCl>[Cl:1][C:2]1[CH:3]=[CH:4][C:5]([C:8]2[S:16][C:15]3[C:14](=[O:17])[N:13]([C:18]4[CH:23]=[CH:22][C:21]([O:24][CH2:28][CH:29]5[CH2:34][CH2:33][CH2:32][N:31]([CH3:35])[CH2:30]5)=[C:20]([O:25][CH3:26])[CH:19]=4)[CH:12]=[N:11][C:10]=3[CH:9]=2)=[CH:6][CH:7]=1 |f:2.3.4|. Procedure: A solution containing 6-(4-chlorophenyl)-3-(4-hydroxy-3-methoxyphenyl)thieno[3,2-d]pyrimidin-4(3H)-one (77 mg, 0.20 mmol, the preparation of which may be found in Example K1) and 3-(chloromethyl)-1-methylpiperidine (74 mg) was mixed with Cs2CO3 (261 mg, 0.80 mmol) and the resultant mixture was heated at 85° C. for 3 hours. The mixture was then cooled to room temperature, diluted with dichlormethane, washed with a saturated solution of NaHCO3 and brine, dried (MgSO4), and concentrated under reduc...